The task is: describe an organic reaction: reactants, conditions, products, and yield. This data is from the Open Reaction Database (ORD), a public repository of structured organic reaction records. The reactants are O=CCCOC(c1ccccc1)(c1ccccc1)c1ccccc1, CC(C)=O, Cl, [K+], O=[Mn](=O)(=O)[O-], [Na+], O, O=S([O-])O. Yields the product O=C(O)CCOC(c1ccccc1)(c1ccccc1)c1ccccc1. RXN SMILES: [C:1]([c:2]1[cH:3][cH:4][cH:5][cH:6][cH:7]1)([c:8]1[cH:9][cH:10][cH:11][cH:12][cH:13]1)([c:14]1[cH:15][cH:16][cH:17][cH:18][cH:19]1)[O:20][CH2:21][CH2:22][CH:23]=[O:24].[CH3:37][C:38](=[O:39])[CH3:40].[ClH:31].[K+:30].[Mn:25](=[O:26])([O-:27])(=[O:28])=[O:29].[Na+:36].[OH2:41].[S:32](=[O:33])([OH:34])[O-:35]>>[C:1]([c:2]1[cH:3][cH:4][cH:5][cH:6][cH:7]1)([c:8]1[cH:9][cH:10][cH:11][cH:12][cH:13]1)([c:14]1[cH:15][cH:16][cH:17][cH:18][cH:19]1)[O:20][CH2:21][CH2:22][C:23](=[O:24])[OH:26].